Dataset: the Open Reaction Database (ORD), a public repository of structured organic reaction records. Task: describe an organic reaction: reactants, conditions, products, and yield Reactants: B([O-])([O-])[O-].B([O-])([O-])[O-].B([O-])([O-])[O-].B([O-])([O-])[O-].[NH4+].[NH4+].[NH4+].[NH4+].[NH4+].[NH4+].[NH4+].[NH4+].[NH4+].[NH4+].[NH4+].[NH4+] (ammoniumtetraborate), [Cl-].[Ba+2].[Cl-] (bariumchloride). Yields the product B([O-])([O-])O.B(O)(O)O.B(O)(O)O.[Ba+2] (bariumtriborate). Reaction SMILES: [B:1]([O-:4])([O-:3])[O-:2].[B:5]([O-:8])([O-:7])[O-:6].[B:9]([O-:12])([O-:11])[O-:10].B([O-])([O-])[O-].[NH4+].[NH4+].[NH4+].[NH4+].[NH4+].[NH4+].[NH4+].[NH4+].[NH4+].[NH4+].[NH4+].[NH4+].[Cl-].[Ba+2:30].[Cl-]>>[B:1]([OH:4])([O-:3])[O-:2].[B:5]([OH:8])([OH:7])[OH:6].[B:9]([OH:12])([OH:11])[OH:10].[Ba+2:30] |f:0.1.2.3.4.5.6.7.8.9.10.11.12.13.14.15,16.17.18,19.20.21.22|. Procedure: Following the procedure of Example 5, but substituting ammoniumpentaborate with 5.26 g (0.02 mole) ammoniumtetraborate which upon reacting with 4.88 g (0.02 mole) bariumchloride provided bariumtriborate in good yield. The composition was proven by barium and boron analyses (determined as boric acid) and IR spectrum. Reactants: [Al+3], CCOCC, COC(=O)C(F)=CC(c1ccc(Cl)cc1)C1CC1, [H-], [H-], [H-], [H-], [Li+], O. Yields the product OCC(F)=CC(c1ccc(Cl)cc1)C1CC1. As a reaction SMILES: [Al+3:20].[CH3:26][CH2:27][O:28][CH2:29][CH3:30].[Cl:1][c:2]1[cH:3][cH:4][c:5]([CH:8]([CH:9]=[C:10]([C:11](=[O:12])[O:13][CH3:14])[F:15])[CH:16]2[CH2:17][CH2:18]2)[cH:6][cH:7]1.[H-:19].[H-:22].[H-:23].[H-:24].[Li+:21].[OH2:25]>>[Cl:1][c:2]1[cH:3][cH:4][c:5]([CH:8]([CH:9]=[C:10]([CH2:11][OH:12])[F:15])[CH:16]2[CH2:17][CH2:18]2)[cH:6][cH:7]1.